From a dataset of the Open Reaction Database (ORD), a public repository of structured organic reaction records. describe an organic reaction: reactants, conditions, products, and yield RXN SMILES: [Br:1][C:2]1[CH:11]=[C:10]2[C:5]([CH:6]=[CH:7][N:8]=[CH:9]2)=[CH:4][C:3]=1[OH:12].Cl[C:14]1[C:23]2[C:18](=[CH:19][C:20]([O:26][CH3:27])=[C:21]([O:24][CH3:25])[CH:22]=2)[N:17]=[CH:16][CH:15]=1.O>CN(C)C1C=CN=CC=1.ClC1C=CC=CC=1Cl>[Br:1][C:2]1[CH:11]=[C:10]2[C:5]([CH:6]=[CH:7][N:8]=[CH:9]2)=[CH:4][C:3]=1[O:12][C:14]1[C:23]2[C:18](=[CH:19][C:20]([O:26][CH3:27])=[C:21]([O:24][CH3:25])[CH:22]=2)[N:17]=[CH:16][CH:15]=1. Reactants: BrC1=C(C=C2C=CN=CC2=C1)O (7-Bromo-6-hydroxyisoquinoline), ClC1=CC=NC2=CC(=C(C=C12)OC)OC (4-chloro-6,7-dimethoxyquinoline), O (water). The yield is 44.6%. Procedure details: 7-Bromo-6-hydroxyisoquinoline (11 mg), 4-chloro-6,7-dimethoxyquinoline (31 mg), and 4-dimethylaminopyridine (17 mg) were suspended in o-dichlorobenzene (2 ml), and the mixture was stirred at 140° C. for 7 hr. The reaction solution was cooled to room temperature, water was then added to the reaction solution, and the mixture was extracted with ethyl acetate. The ethyl acetate layer was then washed with water and saturated brine and was dried over anhydrous magnesium sulfate. The solvent was remov... Reagents/catalysts: CN(C1=CC=NC=C1)C (4-dimethylaminopyridine). Conditions: temperature 140 celsius, time 7 hour. The solvent is ClC1=C(C=CC=C1)Cl (o-dichlorobenzene). Product: BrC1=C(C=C2C=CN=CC2=C1)OC1=CC=NC2=CC(=C(C=C12)OC)OC (4-(7-Bromo-isoquinolin-6-yloxy)-6,7-dimethoxy-quinoline). Starting materials: C(C1=CC=CC=C1)OC1=C(C=C(C=O)C=C1)Br (4-benzyloxy-3-bromo-benzaldehyde), Cl.CN (methylamine hydrochloride), C(#N)[BH3-].[Na+] (sodium cyanoborohydride). Solvent: CO (methanol). Reaction conditions: time 48 hour. The product is C(C1=CC=CC=C1)OC1=C(C=C(CNC)C=C1)Br (N-(4-Benzyloxy-3-bromo benzyl)-N-methylamine). Isolated yield 37.6%. As a reaction SMILES: [CH2:1]([O:8][C:9]1[CH:16]=[CH:15][C:12]([CH:13]=O)=[CH:11][C:10]=1[Br:17])[C:2]1[CH:7]=[CH:6][CH:5]=[CH:4][CH:3]=1.Cl.CN.[C:21]([BH3-])#[N:22].[Na+]>CO>[CH2:1]([O:8][C:9]1[CH:16]=[CH:15][C:12]([CH2:13][NH:22][CH3:21])=[CH:11][C:10]=1[Br:17])[C:2]1[CH:7]=[CH:6][CH:5]=[CH:4][CH:3]=1 |f:1.2,3.4|. Procedure: 25 g (86 mmol) of 4-benzyloxy-3-bromo-benzaldehyde, 500 ml of methanol, 29 g (430 mmol) of methylamine hydrochloride and 8 g (127 mmol) of sodium cyanoborohydride are introduced into a round-bottomed flask under a stream of nitrogen. The reaction medium is stirred for 48 hours at room temperature. The methanol is evaporated off. The residue is taken up in ethyl acetate and water and then acidified. After separation of the phases once settling has taken place, the aqueous phase is returned to bas... The reactants are CCO, Cl, CCOC(=O)c1ccc(-c2ccc(N(C(N)=O)c3cccc(C(F)(F)F)c3)c(-c3nnn[nH]3)c2)cc1, [Na+], [OH-]. Yields the product NC(=O)N(c1cccc(C(F)(F)F)c1)c1ccc(-c2ccc(C(=O)O)cc2)cc1-c1nnn[nH]1. RXN SMILES: [CH3:40][CH2:41][OH:42].[ClH:39].[F:1][C:2]([c:3]1[cH:4][c:5]([N:9]([C:10](=[O:11])[NH2:12])[c:13]2[c:14](-[c:30]3[n:31][n:32][n:33][nH:34]3)[cH:15][c:16](-[c:19]3[cH:20][cH:21][c:22]([C:25](=[O:26])[O:27][CH2:28][CH3:29])[cH:23][cH:24]3)[cH:17][cH:18]2)[cH:6][cH:7][cH:8]1)([F:35])[F:36].[Na+:38].[OH-:37]>>[F:1][C:2]([c:3]1[cH:4][c:5]([N:9]([C:10](=[O:11])[NH2:12])[c:13]2[c:14](-[c:30]3[n:31][n:32][n:33][nH:34]3)[cH:15][c:16](-[c:19]3[cH:20][cH:21][c:22]([C:25](=[O:26])[OH:27])[cH:23][cH:24]3)[cH:17][cH:18]2)[cH:6][cH:7][cH:8]1)([F:35])[F:36]. The reactants are C1(=CC=C(C=C1)S(=O)(=O)N1C=CC2=C(C=CC=C12)OCC1CO1)C (1-[1-(p-toluenesulfonyl)indol-4-yloxy]-2,3-epoxypropane), A-228356, NC1CC2=CC(=CC=C2CC1)O (2-amino-7-hydroxytetralin). The solvent is C(C)(C)O (isopropanol). The product is C(C)(=O)O.OC1=CC=C2CCC(CC2=C1)NCC(COC1=C2C=CNC2=CC=C1)O (N-(7-hydroxy-1,2,3,4-tetrahydronaphth-2-yl)-2-hydroxy-3-indol-4-yloxypropanamine acetate). Yield: 21.6%. Reaction SMILES: C1(C)C=CC(S([N:10]2[C:18]3[C:13](=[C:14]([O:19][CH2:20][CH:21]4[O:23][CH2:22]4)[CH:15]=[CH:16][CH:17]=3)[CH:12]=[CH:11]2)(=O)=O)=CC=1.[NH2:25][CH:26]1[CH2:35][CH2:34][C:33]2[C:28](=[CH:29][C:30]([OH:36])=[CH:31][CH:32]=2)[CH2:27]1>C(O)(C)C>[C:21]([OH:23])(=[O:36])[CH3:22].[OH:36][C:30]1[CH:29]=[C:28]2[C:33]([CH2:34][CH2:35][CH:26]([NH:25][CH2:22][CH:21]([OH:23])[CH2:20][O:19][C:14]3[CH:15]=[CH:16][CH:17]=[C:18]4[C:13]=3[CH:12]=[CH:11][NH:10]4)[CH2:27]2)=[CH:32][CH:31]=1 |f:3.4|. Procedure: A mixture of 1-[1-(p-toluenesulfonyl)indol-4-yloxy]-2,3-epoxypropane (20 g), prepared as described in EP-A-228356, and 2-amino-7-hydroxytetralin (10.5 g) in isopropanol (300 ml) is heated to the reflux temperature for 4 hours. The solvent is then evaporated off under reduced pressure, the residue is dissolved in ethyl acetate and the organic solution is washed with water, dried over sodium sulfate and evaporated under reduced pressure. The residue is taken up first in ethanol (200 ml) and then i... Starting materials: CCOC(=O)C(C)Br, O=C([O-])[O-], CC(C)=O, O=[N+]([O-])c1ccc(Cl)c(O)c1, [K+], [K+]. The product is CCOC(=O)C(C)Oc1cc([N+](=O)[O-])ccc1Cl. RXN SMILES: [Br:12][CH:13]([C:14](=[O:15])[O:16][CH2:17][CH3:18])[CH3:19].[C:20](=[O:21])([O-:22])[O-:23].[CH3:26][C:27](=[O:28])[CH3:29].[Cl:1][c:2]1[c:3]([OH:11])[cH:4][c:5]([N+:8](=[O:9])[O-:10])[cH:6][cH:7]1.[K+:24].[K+:25]>>[Cl:1][c:2]1[c:3]([O:11][CH:13]([C:14](=[O:15])[O:16][CH2:17][CH3:18])[CH3:19])[cH:4][c:5]([N+:8](=[O:9])[O-:10])[cH:6][cH:7]1. Starting materials: COC(=O)CCC(C)=CCc1c(NC(=O)N(C)C)c2c(c(C)c1OC)COC2=O, CO, [Li+], [OH-], O, O. Yields the product COc1c(C)c2c(c(NC(=O)N(C)C)c1CC=C(C)CCC(=O)O)C(=O)OC2. As a reaction SMILES: [CH3:1][N:2]([C:3]([NH:4][c:5]1[c:6]2[c:10]([c:11]([CH3:26])[c:12]([O:24][CH3:25])[c:13]1[CH2:14][CH:15]=[C:16]([CH2:17][CH2:18][C:19](=[O:20])[O:21][CH3:22])[CH3:23])[CH2:9][O:8][C:7]2=[O:27])=[O:28])[CH3:29].[CH3:30][OH:31].[Li+:34].[OH-:33].[OH2:32].[OH2:35]>>[CH3:1][N:2]([C:3]([NH:4][c:5]1[c:6]2[c:10]([c:11]([CH3:26])[c:12]([O:24][CH3:25])[c:13]1[CH2:14][CH:15]=[C:16]([CH2:17][CH2:18][C:19](=[O:20])[OH:21])[CH3:23])[CH2:9][O:8][C:7]2=[O:27])=[O:28])[CH3:29].